This data is from the Open Reaction Database (ORD), a public repository of structured organic reaction records. The task is: describe an organic reaction: reactants, conditions, products, and yield The reactants are Cl (hydrochloric acid), BrC=1C=CC(=C(CN2C(N(N=C2OC)C)=O)C1)C (4-(5-bromo-2-methylbenzyl)-5-methoxy-2-methyl-2,4-dihydro-3H-1,2,4-triazol-3-one), compound 299, ClC1=CC=C(C#N)C=C1 (4-chlorobenzonitrile), C1(=CC=CC=C1)P(C1=CC=CC=C1)C1=CC=CC=C1 (triphenylphosphine). The reagents and catalysts are [Zn] (zinc), [Ni](Cl)Cl (nickel (II) chloride). Solvent: C(C)(=O)OCC (ethyl acetate), N1=CC=CC=C1 (pyridine). Run at temperature 80 celsius, time 5 hour. Yields the product C(#N)C1=CC=C(C=C1)C=1C=CC(=C(CN2C(N(N=C2OC)C)=O)C1)C (4-{5-(4-cyanophenyl)-2-methylbenzyl}-5-methoxy-2-methyl-2,4-dihydro-3H-1,2,4-triazol-3-one). Isolated yield 33.7%. Reaction SMILES: Br[C:2]1[CH:3]=[CH:4][C:5]([CH3:18])=[C:6]([CH:17]=1)[CH2:7][N:8]1[C:12]([O:13][CH3:14])=[N:11][N:10]([CH3:15])[C:9]1=[O:16].Cl[C:20]1[CH:27]=[CH:26][C:23]([C:24]#[N:25])=[CH:22][CH:21]=1.C1(P(C2C=CC=CC=2)C2C=CC=CC=2)C=CC=CC=1.Cl>N1C=CC=CC=1.[Ni](Cl)Cl.[Zn].C(OCC)(=O)C>[C:24]([C:23]1[CH:26]=[CH:27][C:20]([C:2]2[CH:3]=[CH:4][C:5]([CH3:18])=[C:6]([CH:17]=2)[CH2:7][N:8]2[C:12]([O:13][CH3:14])=[N:11][N:10]([CH3:15])[C:9]2=[O:16])=[CH:21][CH:22]=1)#[N:25]. Reported procedure: To a solution of 1.80 g (5.77 mmol) of 4-(5-bromo-2-methylbenzyl)-5-methoxy-2-methyl-2,4-dihydro-3H-1,2,4-triazol-3-one (the compound 299 of the present invention), 0.89 g (5.77 mmol) of 4-chlorobenzonitrile, 75 mg (0.577 mmol) of anhydrous nickel (II) chloride, and 0.31 g (1.15 mmol) of triphenylphosphine in 6 ml of pyridine was heated to 80° C. under an atmosphere of nitrogen. Then, 0.79 g (12.1 mmol) of zinc powder was added thereto, and the mixture was stirred at 80° C. under an atmosphere o... Reactants: Cl (HCl), C1(CC1)C1=NN(C(=C1)C1CC1)C1=CC=C(C=C1)NC(CC=1C=NC=CC1)=O (N-[4-(3,5-dicyclopropyl-1H-pyrazol-1-yl)phenyl]-2-(pyridin-3-yl)acetamide), N1=CC(=CC=C1)CC(=O)O (3-pyridylacetic acid), intermediate 27. The solvent is C(C)OCC (diethyl ether), C1CCOC1 (THF). Conditions: time 15 minute. The product is Cl.C1(CC1)C1=NN(C(=C1)C1CC1)C1=CC=C(C=C1)NC(CC=1C=NC=CC1)=O (N-[4-(3,5-dicyclopropyl-1H-pyrazol-1-yl)phenyl]-2-(pyridin-3-yl)acetamide hydrochloride). As a reaction SMILES: [CH:1]1([C:4]2[CH:8]=[C:7]([CH:9]3[CH2:11][CH2:10]3)[N:6]([C:12]3[CH:17]=[CH:16][C:15]([NH:18][C:19](=[O:27])[CH2:20][C:21]4[CH:22]=[N:23][CH:24]=[CH:25][CH:26]=4)=[CH:14][CH:13]=3)[N:5]=2)[CH2:3][CH2:2]1.N1C=CC=C(CC(O)=O)C=1.[ClH:38]>C1COCC1.C(OCC)C>[ClH:38].[CH:1]1([C:4]2[CH:8]=[C:7]([CH:9]3[CH2:10][CH2:11]3)[N:6]([C:12]3[CH:17]=[CH:16][C:15]([NH:18][C:19](=[O:27])[CH2:20][C:21]4[CH:22]=[N:23][CH:24]=[CH:25][CH:26]=4)=[CH:14][CH:13]=3)[N:5]=2)[CH2:3][CH2:2]1 |f:5.6|. Procedure details: Following the general procedure-1, N-[4-(3,5-dicyclopropyl-1H-pyrazol-1-yl)phenyl]-2-(pyridin-3-yl)acetamide (86 mg) was prepared from 3-pyridylacetic acid (139 mg, 0.8 mmol) and intermediate 27 (120 mg, 0.5 mmol) as a pale yellow solid and dissolved in THF. Saturated HCl in diethyl ether was added to this solution at 0° C. and stirred for 15 min. Solid that separated out was filtered and dried to give the title compound (75 mg) as a pale yellow solid. M.P. 103-108° C. 1H-NMR (δ ppm, DMSO-d6, 40... Starting materials: BrCCCCCCCCCC(=O)O (10-bromodecanoic acid), CS(=O)(=O)O (methane sulfonic acid), C(C)O (ethanol). Product: BrCCCCCCCCCC(=O)OCC (ethyl 10-bromodecanoate). Yield: 100.0%. As a reaction SMILES: [Br:1][CH2:2][CH2:3][CH2:4][CH2:5][CH2:6][CH2:7][CH2:8][CH2:9][CH2:10][C:11]([OH:13])=[O:12].CS(O)(=O)=O.[CH2:19](O)[CH3:20]>>[Br:1][CH2:2][CH2:3][CH2:4][CH2:5][CH2:6][CH2:7][CH2:8][CH2:9][CH2:10][C:11]([O:13][CH2:19][CH3:20])=[O:12]. Reported procedure: A solution of 4.4 g (0.018 mole) of 10-bromodecanoic acid, 3 ml of methane sulfonic acid, and 250 ml of absolute ethanol was heated at reflux for 2 h. The mixture was concentrated under reduced pressure and the residue partitioned between ethyl acetate and water. The organic layer was washed with water and brine, dried (MgSO4) and concentrated under reduced pressure to yield 5.0 g (100%) of ethyl 10-bromodecanoate as a yellow oil. A mixture of 4.6 g (0.015 mole) of α,α-bis(4-fluorophenyl)-4-pipe... Starting materials: N#Cc1cc2c(Cl)ccnc2cc1OCc1ccccc1, CC(C)O, Nc1ccc(Cl)cc1F, Cl. Yields the product N#Cc1cc2c(Nc3ccc(Cl)cc3F)ccnc2cc1OCc1ccccc1, Cl. Reaction SMILES: [CH2:1]([c:2]1[cH:3][cH:4][cH:5][cH:6][cH:7]1)[O:8][c:9]1[c:10]([C:20]#[N:21])[cH:11][c:12]2[c:13]([Cl:19])[cH:14][cH:15][n:16][c:17]2[cH:18]1.[CH:32]([OH:33])([CH3:34])[CH3:35].[Cl:22][c:23]1[cH:24][c:25]([F:30])[c:26]([NH2:27])[cH:28][cH:29]1.[ClH:31]>>[CH2:1]([c:2]1[cH:3][cH:4][cH:5][cH:6][cH:7]1)[O:8][c:9]1[c:10]([C:20]#[N:21])[cH:11][c:12]2[c:13]([NH:27][c:26]3[c:25]([F:30])[cH:24][c:23]([Cl:22])[cH:29][cH:28]3)[cH:14][cH:15][n:16][c:17]2[cH:18]1.[ClH:19]. Starting materials: BrC1=CC=C(C=C1)NC(C1=C(C=C(C(=C1)N)NC)F)=O (N-(4-bromophenyl)-2-fluoro-4-methylamino-5-amino-benzamide), ClC1=C(CNC(C(C)(C)C)=O)C=CC(=C1N=C=S)Cl (N-(2,4-Dichloro-3-isothiocyanato-benzyl)-2,2-dimethyl-propionamide), CN(C)C=O (DMF). Run in O (water). Run at time 3 day. Product: BrC1=CC=C(C=C1)NC(C1=C(C=C(C(=C1)NC(=S)NC1=C(C(=CC=C1Cl)CNC(C(C)(C)C)=O)Cl)NC)F)=O (N-(4-Bromophenyl)-5-(3-{2,6-dichloro-3-[(2,2-dimethyl-propionylamino)-methyl]-phenyl}-thioureido)-2-fluoro-4-methylamino-benzamide). As a reaction SMILES: [Br:1][C:2]1[CH:7]=[CH:6][C:5]([NH:8][C:9](=[O:20])[C:10]2[CH:15]=[C:14]([NH2:16])[C:13]([NH:17][CH3:18])=[CH:12][C:11]=2[F:19])=[CH:4][CH:3]=1.[Cl:21][C:22]1[C:35]([N:36]=[C:37]=[S:38])=[C:34]([Cl:39])[CH:33]=[CH:32][C:23]=1[CH2:24][NH:25][C:26](=[O:31])[C:27]([CH3:30])([CH3:29])[CH3:28].CN(C=O)C>O>[Br:1][C:2]1[CH:3]=[CH:4][C:5]([NH:8][C:9](=[O:20])[C:10]2[CH:15]=[C:14]([NH:16][C:37]([NH:36][C:35]3[C:34]([Cl:39])=[CH:33][CH:32]=[C:23]([CH2:24][NH:25][C:26](=[O:31])[C:27]([CH3:28])([CH3:30])[CH3:29])[C:22]=3[Cl:21])=[S:38])[C:13]([NH:17][CH3:18])=[CH:12][C:11]=2[F:19])=[CH:6][CH:7]=1. Procedure details: A mixture of N-(4-bromophenyl)-2-fluoro-4-methylamino-5-amino-benzamide (220 mg, 0.543 mmol), N-(2,4-Dichloro-3-isothiocyanato-benzyl)-2,2-dimethyl-propionamide (0.172 mg, 0.543 mmol) and DMF (5 mL) is stirred for 3 d, diluted with water, and extracted with EtOAc. The organic phase is washed with water, dried with Na2SO4 and concentrated to give the crude product. Starting materials: C(C1=CC=CC=C1)Br (Benzylbromide), NC=1C=C2C(=NC=NC2=C(C1)C(=O)N)NCC1=CC(=C(C=C1)Cl)C(F)(F)F (6-amino-4-{[4-chloro-3-(trifluoromethyl)benzyl]amino}quinazoline-8-carboxamide), C([O-])([O-])=O.[Cs+].[Cs+] (cesium carbonate). Run in C(Cl)Cl (DCM). Conditions: temperature 50 celsius, time 8 hour. Yields the product C(C1=CC=CC=C1)NC=1C=C2C(=NC=NC2=C(C1)C(=O)N)NCC1=CC(=C(C=C1)Cl)C(F)(F)F (6-(benzylamino)-4-{[4-chloro-3-(trifluoromethyl)benzyl]amino}quinazoline-8-carboxamide). Yield: 17.0%. RXN SMILES: [CH2:1](Br)[C:2]1[CH:7]=[CH:6][CH:5]=[CH:4][CH:3]=1.[NH2:9][C:10]1[CH:11]=[C:12]2[C:17](=[C:18]([C:20]([NH2:22])=[O:21])[CH:19]=1)[N:16]=[CH:15][N:14]=[C:13]2[NH:23][CH2:24][C:25]1[CH:30]=[CH:29][C:28]([Cl:31])=[C:27]([C:32]([F:35])([F:34])[F:33])[CH:26]=1.C(=O)([O-])[O-].[Cs+].[Cs+]>C(Cl)Cl>[CH2:1]([NH:9][C:10]1[CH:11]=[C:12]2[C:17](=[C:18]([C:20]([NH2:22])=[O:21])[CH:19]=1)[N:16]=[CH:15][N:14]=[C:13]2[NH:23][CH2:24][C:25]1[CH:30]=[CH:29][C:28]([Cl:31])=[C:27]([C:32]([F:34])([F:35])[F:33])[CH:26]=1)[C:2]1[CH:7]=[CH:6][CH:5]=[CH:4][CH:3]=1 |f:2.3.4|. Procedure details: Benzylbromide (140 μL, 0.5 M in anhydrous DCM, 0.07 mmol, 1.1 equiv.) was added to a solution of 6-amino-4-{[4-chloro-3-(trifluoromethyl)benzyl]amino}quinazoline-8-carboxamide (25 mg, 0.06 mmol, 1.0 equiv.) and cesium carbonate (62 mg, 0.19 mmol, 3.0 equiv.) in anhydrous DCM (2 mL). The resulting mixture was stirred at 50° C. overnight. The title compound was obtained by pre-HPLC in 17% yield. Mass: M+H+: 486.